This data is from the Open Reaction Database (ORD), a public repository of structured organic reaction records. The task is: describe an organic reaction: reactants, conditions, products, and yield Starting materials: CO (methanol), NC1=C(C(=O)C2=C(C=CC=C2)CNC(=O)OC(C)(C)C)C=C(C=C1)Cl (2-amino-2′-tert-butoxycarbonylaminomethyl-5-chlorobenzophenone), [BH4-].[Na+] (sodium borohydride). Solvent: C(C)OC(C)=O (acetic acid ethyl ester). Reaction conditions: time 3 hour. Product: NC1=C(C(C2=C(C=CC=C2)CNC(=O)OC(C)(C)C)O)C=C(C=C1)Cl (2-amino-5-chloro-α-(2-tert-butoxycarbonylaminomethylphenyl)benzyl alcohol). Isolated yield 99.4%. As a reaction SMILES: CO.[NH2:3][C:4]1[CH:26]=[CH:25][C:24]([Cl:27])=[CH:23][C:5]=1[C:6]([C:8]1[CH:13]=[CH:12][CH:11]=[CH:10][C:9]=1[CH2:14][NH:15][C:16]([O:18][C:19]([CH3:22])([CH3:21])[CH3:20])=[O:17])=[O:7].[BH4-].[Na+]>C(OC(=O)C)C>[NH2:3][C:4]1[CH:26]=[CH:25][C:24]([Cl:27])=[CH:23][C:5]=1[CH:6]([OH:7])[C:8]1[CH:13]=[CH:12][CH:11]=[CH:10][C:9]=1[CH2:14][NH:15][C:16]([O:18][C:19]([CH3:20])([CH3:21])[CH3:22])=[O:17] |f:2.3|. Reported procedure: To a methanol (5 ml) solution of 2-amino-2′-tert-butoxycarbonylaminomethyl-5-chlorobenzophenone (0.5 g) was added sodium borohydride (79 mg). The mixture was stirred for 3 hours at room temperature. To the reaction mixture was added acetic acid ethyl ester (100 ml), which was washed with water and, then, dried over anhydrous MgSO4. The solvent was distilled off, and the residue was purified by means of a silica gel column chromatography to give the object 2-amino-5-chloro-α-(2-tert-butoxycarbony...